Dataset: the Open Reaction Database (ORD), a public repository of structured organic reaction records. Task: describe an organic reaction: reactants, conditions, products, and yield Starting materials: B, C=CCCCOCc1ccccc1, ClI. Yields the product ICCCCCOCc1ccccc1. As a reaction SMILES: [BH3:14].[CH2:1]([c:2]1[cH:3][cH:4][cH:5][cH:6][cH:7]1)[O:8][CH2:9][CH2:10][CH2:11][CH:12]=[CH2:13].[I:15][Cl:16]>>[CH2:1]([c:2]1[cH:3][cH:4][cH:5][cH:6][cH:7]1)[O:8][CH2:9][CH2:10][CH2:11][CH2:12][CH2:13][I:15]. Reactants: O=C([O-])[O-], CC#N, O=C(c1cccc(C2CCNCC2)c1F)C(F)(F)F, CCCI, [K+], [K+]. Yields the product CCCN1CCC(c2cccc(C(=O)C(F)(F)F)c2F)CC1. As a reaction SMILES: [C:20](=[O:21])([O-:22])[O-:23].[CH3:30][C:31]#[N:32].[F:1][C:2]([C:3](=[O:4])[c:5]1[c:6]([F:17])[c:7]([CH:11]2[CH2:12][CH2:13][NH:14][CH2:15][CH2:16]2)[cH:8][cH:9][cH:10]1)([F:18])[F:19].[I:26][CH2:27][CH2:28][CH3:29].[K+:24].[K+:25]>>[F:1][C:2]([C:3](=[O:4])[c:5]1[c:6]([F:17])[c:7]([CH:11]2[CH2:12][CH2:13][N:14]([CH2:27][CH2:28][CH3:29])[CH2:15][CH2:16]2)[cH:8][cH:9][cH:10]1)([F:18])[F:19].